This data is from the Open Reaction Database (ORD), a public repository of structured organic reaction records. The task is: describe an organic reaction: reactants, conditions, products, and yield The reactants are ClC=1C=CC=2NC3=CC=C(C=C3C2C1)Cl (3,6-dichloro-9H-carbazole), C(C)(C)(C)OC(=O)N1CCN(CC1)CC1OC1 ((±)-4-oxiranylmethyl-piperazine-1-carboxylic acid tert-butyl ester). Yields the product C(C)(C)(C)OC(=O)N1CCN(CC1)CC(CN1C2=CC=C(C=C2C=2C=C(C=CC12)Cl)Cl)O ((±)-4-[3-(3,6-Dichlorocarbazol-9-yl)-2-hydroxypropyl]-piperazine-1-carboxylic tert-butyl ester). Yield: 74.0%. As a reaction SMILES: [Cl:1][C:2]1[CH:3]=[CH:4][C:5]2[NH:6][C:7]3[C:12]([C:13]=2[CH:14]=1)=[CH:11][C:10]([Cl:15])=[CH:9][CH:8]=3.[C:16]([O:20][C:21]([N:23]1[CH2:28][CH2:27][N:26]([CH2:29][CH:30]2[CH2:32][O:31]2)[CH2:25][CH2:24]1)=[O:22])([CH3:19])([CH3:18])[CH3:17]>>[C:16]([O:20][C:21]([N:23]1[CH2:24][CH2:25][N:26]([CH2:29][CH:30]([OH:31])[CH2:32][N:6]2[C:5]3[CH:4]=[CH:3][C:2]([Cl:1])=[CH:14][C:13]=3[C:12]3[C:7]2=[CH:8][CH:9]=[C:10]([Cl:15])[CH:11]=3)[CH2:27][CH2:28]1)=[O:22])([CH3:19])([CH3:18])[CH3:17]. Reported procedure: The same method as employed in the preparation of Example 1 but starting from 3,6-dichloro-9H-carbazole and (±)-4-oxiranylmethyl-piperazine-1-carboxylic acid tert-butyl ester gives after flash chromatography the title compound as a white foam in a 74% yield. Reactants: ice, C(=O)([O-])C(O)C(O)C(=O)[O-].[K+].[Na+] (sodium potassium tartrate), C(C)NC(CCC(C1=CC=C(C=C1)NS(=O)(=O)C)=O)=O (N-ethyl-γ-oxo-4-((methanesulfonyl)amino)benzenebutanamide), [H-].[H-].[H-].[H-].[Li+].[Al+3] (LiAlH4). Solvent: C1CCOC1 (THF), C1CCOC1 (THF). Reaction conditions: time 18 hour. Yields the product C(C)NCCCC(O)C1=CC=C(C=C1)NS(=O)(=O)C (N-(4-(4-(ethylamino)-1-hydroxybutyl)phenyl)methanesulfonamide). Yield: 18.9%. RXN SMILES: [CH2:1]([NH:3][C:4](=O)[CH2:5][CH2:6][C:7](=[O:19])[C:8]1[CH:13]=[CH:12][C:11]([NH:14][S:15]([CH3:18])(=[O:17])=[O:16])=[CH:10][CH:9]=1)[CH3:2].[H-].[H-].[H-].[H-].[Li+].[Al+3].C(C(C(C([O-])=O)O)O)([O-])=O.[K+].[Na+]>C1COCC1>[CH2:1]([NH:3][CH2:4][CH2:5][CH2:6][CH:7]([C:8]1[CH:9]=[CH:10][C:11]([NH:14][S:15]([CH3:18])(=[O:16])=[O:17])=[CH:12][CH:13]=1)[OH:19])[CH3:2] |f:1.2.3.4.5.6,7.8.9|. Procedure details: The product from Step I (3.0 g, 0.010 mol) was added in small portions, under nitrogen to a stirred, ice-cold mixture of LiAlH4 (1.15 g, 0.030 mol) in THF (75 ml). This mixture was kept in the ice bath for 1 hour and at ambient temperature for 2 hours. It was then mixed with an additional 100 ml of THF, refluxed for a few minutes and kept at ambient temperature for 18 hours. The mixture was treated carefully with 69 ml of a saturated sodium potassium tartrate solution and stirred for 1 hour. It ... Starting materials: Cl (hydrochloric acid), [H][H] (hydrogen), C(C1=CC=CC=C1)OCN1C(=C(C2=C1C=NNC2=O)CC2=C(C=CC=C2)F)C2=CC(=C(C=C2)OC(F)F)OC2CC2 (1-benzyloxymethyl-2-(3-cyclopropoxy-4-difluoromethoxyphenyl)-3-(2-fluorobenzyl)-1,5-dihydropyrrolo[2,3-d]pyridazin-4-one). Reagents/catalysts: [Pd] (palladium). The solvent is C(C)O (ethanol). Reaction conditions: time 1 hour. Yields the product C1(CC1)OC=1C=C(C=CC1OC(F)F)C1=C(C2=C(C=NNC2=O)N1)CC1=C(C=CC=C1)F (2-(3-Cyclopropoxy-4-difluoromethoxyphenyl)-3-(2-fluorobenzyl)-1,5-dihydropyrrolo[2,3-d]pyridazin-4-one). The yield is 88.9%. Reaction SMILES: C(OC[N:10]1[C:14]2[CH:15]=[N:16][NH:17][C:18](=[O:19])[C:13]=2[C:12]([CH2:20][C:21]2[CH:26]=[CH:25][CH:24]=[CH:23][C:22]=2[F:27])=[C:11]1[C:28]1[CH:33]=[CH:32][C:31]([O:34][CH:35]([F:37])[F:36])=[C:30]([O:38][CH:39]2[CH2:41][CH2:40]2)[CH:29]=1)C1C=CC=CC=1.Cl.[H][H]>[Pd].C(O)C>[CH:39]1([O:38][C:30]2[CH:29]=[C:28]([C:11]3[NH:10][C:14]4[CH:15]=[N:16][NH:17][C:18](=[O:19])[C:13]=4[C:12]=3[CH2:20][C:21]3[CH:26]=[CH:25][CH:24]=[CH:23][C:22]=3[F:27])[CH:33]=[CH:32][C:31]=2[O:34][CH:35]([F:37])[F:36])[CH2:41][CH2:40]1. Procedure details: To 330 ml of ethanol solution containing 4.28 g (7.62 mmol) of 1-benzyloxymethyl-2-(3-cyclopropoxy-4-difluoromethoxyphenyl)-3-(2-fluorobenzyl)-1,5-dihydropyrrolo[2,3-d]pyridazin-4-one obtained in Example 22-(a) were added 1.50 g of 5% palladium-active carbon and 3.8 ml of 2N hydrochloric acid, and then the mixture was stirred under 1 atm hydrogen atmosphere at 50° C. for 1 hour. After completion of the reaction, the reaction mixture was filtered, the filtrate was concentrated under reduced press... Starting materials: OC1=C(C(=O)N)C=CC(=C1)O (2,4-dihydroxybenzamide), OC1=C(C(=O)OC)C=CC(=C1)O (Methyl 2,4-dihydroxybenzoate), C(C=C)Br (allyl bromide). Product: OC1=C(C(=O)OC)C=CC(=C1)OCC=C (methyl 2-hydroxy-4-allyloxybenzoate). As a reaction SMILES: O[C:2]1[CH:10]=C(O)C=C[C:3]=1C(N)=O.[OH:12][C:13]1[CH:22]=[C:21]([OH:23])[CH:20]=[CH:19][C:14]=1[C:15]([O:17][CH3:18])=[O:16].C(Br)C=C>>[OH:12][C:13]1[CH:22]=[C:21]([O:23][CH2:10][CH:2]=[CH2:3])[CH:20]=[CH:19][C:14]=1[C:15]([O:17][CH3:18])=[O:16]. Procedure: Scheme B shows methods for the preparation of the 2,4-dihydroxybenzamide starting materials. Methyl 2,4-dihydroxybenzoate (X) is reacted with allyl bromide to give methyl 2-hydroxy-4-allyloxybenzoate (XI) which is heated to produce methyl 2,4-dihydroxy-3-(2-propenyl) benzoate (XII). Reaction of XII with an appropriate amine in the presence of ammonium chloride gives the 2,4-dihydroxy-3-(2-propenyl)benzamide (XIII) which can be hydrogenated to the 3-propyl compound (XIV). Alternatively XII may be... Product: C(C=C)C1=C(C=C(CC=2C(=NC(=NC2)N)N)C=C1OC)OC (5-(4-allyl-3,5-dimethoxybenzyl)-2,4-diaminopyrimidine). The solvent is CO (methanol). RXN SMILES: [CH2:1]([C:4]1[C:5]([O:20][CH3:21])=[CH:6][C:7]([CH2:11][C:12]2[C:13]([NH2:19])=[N:14][C:15]([NH2:18])=[N:16][CH:17]=2)=[CH:8][C:9]=1[OH:10])[CH:2]=[CH2:3].[OH-].[K+].[CH3:24]I>CO>[CH2:1]([C:4]1[C:9]([O:10][CH3:24])=[CH:8][C:7]([CH2:11][C:12]2[C:13]([NH2:19])=[N:14][C:15]([NH2:18])=[N:16][CH:17]=2)=[CH:6][C:5]=1[O:20][CH3:21])[CH:2]=[CH2:3] |f:1.2|. Yield: 75.0%. The reactants are C(C=C)C=1C(=CC(=CC1O)CC=1C(=NC(=NC1)N)N)OC (6-allyl-α-(2,4-diamino-5-pyrimidyl)-5-methoxy-m-cresol), CI (methyl iodide), 1-N, [OH-].[K+] (potassium hydroxide). Procedure: A mixture of 1.43 g. of 6-allyl-α-(2,4-diamino-5-pyrimidyl)-5-methoxy-m-cresol, 5 ml. of 1-N potassium hydroxide and 300 ml. of 40% aqueous methanol was treated with 0.32 ml. of methyl iodide and stirred at room temperature for 48 hours. The methanol was removed by distillation and the residue was extracted with ethyl acetate. Working-up of the ethyl acetate extract yielded 5-(4-allyl-3,5-dimethoxybenzyl)-2,4-diaminopyrimidine of melting point 185°-187° C. (from methanol) in a yield of 75%.